Dataset: the Open Reaction Database (ORD), a public repository of structured organic reaction records. Task: describe an organic reaction: reactants, conditions, products, and yield Reactants: C(Cl)(Cl)(Cl)Cl (carbon tetrachloride), C1(=CC=CC=C1)P(C1=CC=CC=C1)C1=CC=CC=C1 (triphenylphosphine), COCOC1=C(CO)C=CC=C1 (2-methoxymethoxybenzyl alcohol). Solvent: O1CCCC1 (tetrahydrofuran). The product is COCOC1=C(CCl)C=CC=C1 (2-Methoxymethoxybenzyl chloride). Isolated yield 57.0%. As a reaction SMILES: [C:1]([Cl:5])(Cl)(Cl)Cl.C1(P(C2C=CC=CC=2)C2C=CC=CC=2)C=CC=CC=1.[CH3:25][O:26][CH2:27][O:28][C:29]1[CH:36]=[CH:35][CH:34]=[CH:33][C:30]=1CO>O1CCCC1>[CH3:25][O:26][CH2:27][O:28][C:29]1[CH:36]=[CH:35][CH:34]=[CH:33][C:30]=1[CH2:1][Cl:5]. Procedure: 16.4 ml of carbon tetrachloride, followed by 44.5 g of triphenylphosphine were added, whilst ice-cooling, to a solution of 23.8 g of 2-methoxymethoxybenzyl alcohol in 240 ml of tetrahydrofuran, and the resulting mixture was heated under reflux for 5 hours. At the end of this time, the mixture was cooled, insoluble materials were filtered off and the filtrate was concentrated by evaporation under reduced pressure. The resulting residue was purified by column chromatography through silica gel, usi... The reactants are N1CCOCC1 (Morpholine), C(Cl)Cl (CH2Cl2), BrN1C(CCC1=O)=O (N-Bromosuccinimide), CN1N=C(S(C2=C1C=CC(=C2)C)(=O)=O)C(=O)OC (methyl 1,6-dimethyl-1H-4,1,2-benzothiadiazine-3-carboxylate 4,4-dioxide). Run in ClC(C)Cl (dichloroethane), CN(C)C=O (DMF). Run at time 25 minute. The product is CN1N=C(S(C2=C1C=CC(=C2)CN2CCOCC2)(=O)=O)C(=O)OC (Methyl 1-Methyl-6-(4-morpholinylmethyl)-1H-4,1,2-benzothiadiazine-3-carboxylate 4,4-Dioxide). Yield: 58.2%. As a reaction SMILES: BrN1C(=O)CCC1=O.[CH3:9][N:10]1[C:15]2[CH:16]=[CH:17][C:18]([CH3:20])=[CH:19][C:14]=2[S:13](=[O:22])(=[O:21])[C:12]([C:23]([O:25][CH3:26])=[O:24])=[N:11]1.[NH:27]1[CH2:32][CH2:31][O:30][CH2:29][CH2:28]1.C(Cl)Cl>ClC(Cl)C.CN(C=O)C>[CH3:9][N:10]1[C:15]2[CH:16]=[CH:17][C:18]([CH2:20][N:27]3[CH2:32][CH2:31][O:30][CH2:29][CH2:28]3)=[CH:19][C:14]=2[S:13](=[O:22])(=[O:21])[C:12]([C:23]([O:25][CH3:26])=[O:24])=[N:11]1. Procedure details: N-Bromosuccinimide (0.239 g) and methyl 1,6-dimethyl-1H-4,1,2-benzothiadiazine-3-carboxylate 4,4-dioxide (Preparation 40, 0.30 g) are dissolved in dichloroethane (100 mL). The solution is exposed to light from a 650 W sunlamp with stirring for 25 minutes. The solvent is evaporated and the crude solid obtained is dissolved in DMF (8 mL). Morpholine (0.43 g) is added and the mixture is stirred for 3 hours. The mixture is poured into CH2Cl2 (200 mL) and washed with water (3×200mL). The organic laye... Starting materials: ClC1=C(CN)C=CC=C1Cl (2,3-dichlorobenzylamine), C1=NC=CC2=C(C=CC=C12)C(C(=O)O)C (2-(5-isoquinolinyl)propanoic acid), C1=NC=CC2=C(C=CC=C12)CC(=O)O (5-isoquinolinylacetic acid). Yields the product ClC1=C(CNC(C(C)C2=C3C=CN=CC3=CC=C2)=O)C=CC=C1Cl (N-(2,3-dichlorobenzyl)-2-(5-isoquinolinyl)propanamide). As a reaction SMILES: [Cl:1][C:2]1[C:9]([Cl:10])=[CH:8][CH:7]=[CH:6][C:3]=1[CH2:4][NH2:5].[CH:11]1[C:20]2[C:15](=[C:16]([CH:21]([CH3:25])[C:22](O)=[O:23])[CH:17]=[CH:18][CH:19]=2)[CH:14]=[CH:13][N:12]=1.C1C2C(=C(CC(O)=O)C=CC=2)C=CN=1>>[Cl:1][C:2]1[C:9]([Cl:10])=[CH:8][CH:7]=[CH:6][C:3]=1[CH2:4][NH:5][C:22](=[O:23])[CH:21]([C:16]1[CH:17]=[CH:18][CH:19]=[C:20]2[C:15]=1[CH:14]=[CH:13][N:12]=[CH:11]2)[CH3:25]. Procedure details: The title compound was prepared using the procedure described in Example 222B using 2,3-dichlorobenzylamine and 2-(5-isoquinolinyl)propanoic acid instead of 4-(trifluoromethoxy)benzylamine and 5-isoquinolinylacetic acid. MS (ESI+) m/z 359 (M+H)+; MS (ESI−) m/z 357 (M−H)−; 1H NMR (DMSO, 300 MHz) δ 1.54 (d, J 7.1, 3H), 4.20 (m, 2H), 4.53 (q, J 7.1, 1H), 7.17 (d, J 7.8, 1H), 7.26 (t, J 7.8, 1H), 7.52 (d, J 8.1, 1H), 7.78 (t, J 7.8, 1H), 7.91 (d, J 6.5, 1H), 8.16 (d, J 8.1, 1H), 8.24 (d, J 6.4, 1H),... Reactants: CC(C)(C)[O-], Cc1ccccc1, CCN(C(C)C)C(C)C, Fc1cnc(Cl)nc1Nc1ccc2c(c1)OCCO2, Nc1cccnc1, [Na+]. The product is Fc1cnc(Nc2cccnc2)nc1Nc1ccc2c(c1)OCCO2. Reaction SMILES: [CH3:27][C:28]([CH3:29])([O-:30])[CH3:31].[CH3:42][c:43]1[cH:44][cH:45][cH:46][cH:47][cH:48]1.[CH:33]([N:34]([CH2:35][CH3:36])[CH:37]([CH3:38])[CH3:39])([CH3:40])[CH3:41].[Cl:1][c:2]1[n:3][cH:4][c:5]([F:19])[c:6]([NH:8][c:9]2[cH:10][c:11]3[c:12]([cH:13][cH:14]2)[O:15][CH2:16][CH2:17][O:18]3)[n:7]1.[NH2:20][c:21]1[cH:22][n:23][cH:24][cH:25][cH:26]1.[Na+:32]>>[c:2]1([NH:20][c:21]2[cH:22][n:23][cH:24][cH:25][cH:26]2)[n:3][cH:4][c:5]([F:19])[c:6]([NH:8][c:9]2[cH:10][c:11]3[c:12]([cH:13][cH:14]2)[O:15][CH2:16][CH2:17][O:18]3)[n:7]1. Starting materials: C(#N)[C@@H]1C[C@H](N(C1)C(=O)OC(C)(C)C)C(NC1=CC=C(C=C1)OC1=CC=C(C=C1)F)=O ((2S,4R)-tert-butyl 4-cyano-2-(4-(4-fluorophenoxy)phenylcarbamoyl)pyrrolidine-1-carboxylate). The solvent is Cl (hydrogen chloride). Run at time 1 hour. The product is C(#N)[C@@H]1C[C@H](NC1)C(=O)NC1=CC=C(C=C1)OC1=CC=C(C=C1)F ((2S,4R)-4-cyano-N-(4-(4-fluorophenoxy)phenyl)pyrrolidine-2-carboxamide). The yield is 65.0%. Reaction SMILES: [C:1]([C@H:3]1[CH2:7][N:6](C(OC(C)(C)C)=O)[C@H:5]([C:15](=[O:31])[NH:16][C:17]2[CH:22]=[CH:21][C:20]([O:23][C:24]3[CH:29]=[CH:28][C:27]([F:30])=[CH:26][CH:25]=3)=[CH:19][CH:18]=2)[CH2:4]1)#[N:2]>Cl>[C:1]([C@H:3]1[CH2:7][NH:6][C@H:5]([C:15]([NH:16][C:17]2[CH:18]=[CH:19][C:20]([O:23][C:24]3[CH:25]=[CH:26][C:27]([F:30])=[CH:28][CH:29]=3)=[CH:21][CH:22]=2)=[O:31])[CH2:4]1)#[N:2]. Reported procedure: The crude (2S,4R)-tert-butyl 4-cyano-2-(4-(4-fluorophenoxy)phenylcarbamoyl)pyrrolidine-1-carboxylate was combined with hydrogen chloride (4N in dioxane, 20 mL). The mixture was stirred at ambient temperature for 1 hour and then quenched with saturated sodium bicarbonate (aq., 100 mL). The mixture was extracted with ethyl acetate (30 mL) and the extract was washed with deionized water (30 mL) and then brine (30 mL), dried over anhydrous sodium sulfate, filtered and concentrated. The residue was t... RXN SMILES: [CH2:1]([O:3][C:4](=[O:17])[CH:5]([O:14][CH2:15][CH3:16])[CH2:6][C:7]1[CH:12]=[CH:11][C:10]([OH:13])=[CH:9][CH:8]=1)[CH3:2].[CH3:18][S:19]([O:22][C:23]1[CH:24]=[C:25]([CH2:29][CH2:30][CH2:31]CS([O-])(=O)=O)[CH:26]=[CH:27][CH:28]=1)(=[O:21])=[O:20]>>[CH2:1]([O:3][C:4](=[O:17])[CH:5]([O:14][CH2:15][CH3:16])[CH2:6][C:7]1[CH:8]=[CH:9][C:10]([O:13][CH2:31][CH2:30][CH2:29][C:25]2[CH:26]=[CH:27][CH:28]=[C:23]([O:22][S:19]([CH3:18])(=[O:21])=[O:20])[CH:24]=2)=[CH:11][CH:12]=1)[CH3:2]. Product: C(C)OC(C(CC1=CC=C(C=C1)OCCCC1=CC(=CC=C1)OS(=O)(=O)C)OCC)=O (2-ethoxy-3-{4-[3-(3-methanesulfonyloxyphenyl)propoxy]-phenyl}propanoic acid ethyl ester). Procedure details: 2-Ethoxy-3-(4-hydroxyphenyl)propanoic acid ethyl ester (described in Example 20b) was alkylated with 3-(3-methanesulfonyloxyphenyl)propylmethanesulfonate using the same method as in example 1 (b) to give 2-ethoxy-3-{4-[3-(3-methanesulfonyloxyphenyl)propoxy]-phenyl}propanoic acid ethyl ester. Reactants: C(C)OC(C(CC1=CC=C(C=C1)O)OCC)=O (2-Ethoxy-3-(4-hydroxyphenyl)propanoic acid ethyl ester), CS(=O)(=O)OC=1C=C(C=CC1)CCCCS(=O)(=O)[O-] (3-(3-methanesulfonyloxyphenyl)propylmethanesulfonate), example 1 ( b ). Reactants: CC1=CC=2C(=NC=C(N2)NNC(=O)OC(C)(C)C)N1S(=O)(=O)C1=CC=C(C)C=C1 (tert-Butyl 2-(6-methyl-5-tosyl-5H-pyrrolo[2,3-b]pyrazin-2-yl)hydrazine carboxylate), Cl (HCl). Solvent: O1CCOCC1 (1,4-dioxane). Conditions: time 20 hour. The product is N(N)C=1N=C2C(=NC1)N(C(=C2)C)S(=O)(=O)C2=CC=C(C)C=C2 (2-hydrazinyl-6-methyl-5-tosyl-5H-pyrrolo[2,3-b]pyrazine). The yield is 73.8%. Reaction SMILES: [CH3:1][C:2]1[N:19]([S:20]([C:23]2[CH:29]=[CH:28][C:26]([CH3:27])=[CH:25][CH:24]=2)(=[O:22])=[O:21])[C:5]2=[N:6][CH:7]=[C:8]([NH:10][NH:11]C(OC(C)(C)C)=O)[N:9]=[C:4]2[CH:3]=1.Cl>O1CCOCC1>[NH:10]([C:8]1[N:9]=[C:4]2[CH:3]=[C:2]([CH3:1])[N:19]([S:20]([C:23]3[CH:29]=[CH:28][C:26]([CH3:27])=[CH:25][CH:24]=3)(=[O:21])=[O:22])[C:5]2=[N:6][CH:7]=1)[NH2:11]. Procedure details: tert-Butyl 2-(6-methyl-5-tosyl-5H-pyrrolo[2,3-b]pyrazin-2-yl)hydrazine carboxylate (0.16 g, 0.38 mmol) was stirred in 1,4-dioxane (1.9 mL) in a sealed vial to give a brown solution. HCl (4 M in 1,4-dioxane, 0.958 mL, 3.83 mmol) was added and the reaction stirred at ambient temperature for about 20 h. The solvents were removed under reduced pressure. The residue was partitioned between saturated aqueous NaHCO3 (10 mL) and EtOAc (10 mL). The layers were separated and the aqueous layer was extracte... Reaction conditions: time 17 hour. Isolated yield 42.0%. The reactants are NC1C(N(C2=C(C(=N1)C1=CC=CC=C1)C=C(C=C2)Cl)C)=O (3-amino-7-chloro-5-phenyl-1,3-dihydro-1-methyl-2H-1,4-benzodiazepin-2-one), NC1C(N(C2=C(C(=N1)C1=CC=CC=C1)C=C(C=C2)Cl)C)=O (3-amino-7-chloro-5-phenyl-1,3-dihydro-1-methyl-2H-1,4-benzodiazepin-2-one), N(=C=O)C1=C(C=C(C=C1)OC)C (1-isocyanato-4-methoxy-2-methyl-benzene). Reported procedure: To a solution of 3-amino-7-chloro-5-phenyl-1,3-dihydro-1-methyl-2H-1,4-benzodiazepin-2-one (INTERMEDIATE 1) (0.299 g, 1 mmol) in dichloromethane (15 ml) was added 1-isocyanato-4-methoxy-2-methyl-benzene (0.163 g, 1 mmol). The reaction mixture was stirred at room temperature for 17 hours. The solvent was evaporated in vacuo, the residue was triturated with ether and the title compound was obtained as a colorless solid (0.197 g, 42%). 1H-NMR (CDCl3): δ 7.57-7.48 (m, 3H), 7.47-7.44 (m, 1H), 7.39-7.... The product is ClC=1C=CC2=C(C(=NC(C(N2C)=O)NC(=O)NC2=C(C=C(C=C2)OC)C)C2=CC=CC=C2)C1 (N-(7-chloro-2,3-dihydro-1-methyl-2-oxo-5-phenyl-1H-1,4-benzodiazepin-3-yl)-N′-(4-methoxy-2-methylphenyl)-urea), solid. Run in ClCCl (dichloromethane). RXN SMILES: [NH2:1][CH:2]1[N:8]=[C:7]([C:9]2[CH:14]=[CH:13][CH:12]=[CH:11][CH:10]=2)[C:6]2[CH:15]=[C:16]([Cl:19])[CH:17]=[CH:18][C:5]=2[N:4]([CH3:20])[C:3]1=[O:21].[N:22]([C:25]1[CH:30]=[CH:29][C:28]([O:31][CH3:32])=[CH:27][C:26]=1[CH3:33])=[C:23]=[O:24]>ClCCl>[Cl:19][C:16]1[CH:17]=[CH:18][C:5]2[N:4]([CH3:20])[C:3](=[O:21])[CH:2]([NH:1][C:23]([NH:22][C:25]3[CH:30]=[CH:29][C:28]([O:31][CH3:32])=[CH:27][C:26]=3[CH3:33])=[O:24])[N:8]=[C:7]([C:9]3[CH:10]=[CH:11][CH:12]=[CH:13][CH:14]=3)[C:6]=2[CH:15]=1. The reactants are CO, CN(C)c1ccncc1, CC(=O)OC(C)=O, ClC(Cl)Cl, [Na+], O=C([O-])O, CCC(CO)C(C)=O. The product is CCC(COC(C)=O)C(C)=O. Reaction SMILES: [CH3:16][OH:17].[CH3:27][N:28]([c:29]1[cH:30][cH:31][n:32][cH:33][cH:34]1)[CH3:35].[CH3:9][C:10](=[O:11])[O:12][C:13](=[O:14])[CH3:15].[Cl:23][CH:24]([Cl:25])[Cl:26].[Na+:22].[O-:18][C:19]([OH:20])=[O:21].[OH:1][CH2:2][CH:3]([C:4]([CH3:5])=[O:6])[CH2:7][CH3:8]>>[O:1]([CH2:2][CH:3]([C:4]([CH3:5])=[O:6])[CH2:7][CH3:8])[C:10]([CH3:9])=[O:11]. Reactants: OC1=C(C=CC=C1)C1=NC2=C(C=CC=C2C=C1)NC(=O)C=1N=CSC1 (N-(2-(2-hydroxyphenyl)quinolin-8-yl)thiazole-4-carboxamide), ClCCN1CCOCC1 (4-(2-chloroethyl)morpholine), C([O-])([O-])=O.[Cs+].[Cs+] (cesium carbonate). Solvent: CN(C)C=O (DMF). Run at temperature 200 celsius. The product is O1CCN(CC1)CCOC1=C(C=CC=C1)C1=NC2=C(C=CC=C2C=C1)NC(=O)C=1N=CSC1 (N-(2-(2-(2-morpholinoethoxy)phenyl)quinolin-8-yl)thiazole-4-carboxamide). RXN SMILES: [OH:1][C:2]1[CH:7]=[CH:6][CH:5]=[CH:4][C:3]=1[C:8]1[CH:17]=[CH:16][C:15]2[C:10](=[C:11]([NH:18][C:19]([C:21]3[N:22]=[CH:23][S:24][CH:25]=3)=[O:20])[CH:12]=[CH:13][CH:14]=2)[N:9]=1.Cl[CH2:27][CH2:28][N:29]1[CH2:34][CH2:33][O:32][CH2:31][CH2:30]1.C(=O)([O-])[O-].[Cs+].[Cs+]>CN(C=O)C>[O:32]1[CH2:33][CH2:34][N:29]([CH2:28][CH2:27][O:1][C:2]2[CH:7]=[CH:6][CH:5]=[CH:4][C:3]=2[C:8]2[CH:17]=[CH:16][C:15]3[C:10](=[C:11]([NH:18][C:19]([C:21]4[N:22]=[CH:23][S:24][CH:25]=4)=[O:20])[CH:12]=[CH:13][CH:14]=3)[N:9]=2)[CH2:30][CH2:31]1 |f:2.3.4|. Reported procedure: A solution of N-(2-(2-hydroxyphenyl)quinolin-8-yl)thiazole-4-carboxamide (0.1 g, 0.287 mmol), 4-(2-chloroethyl)morpholine (0.129 g, 0.862 mmol), and cesium carbonate (0.7 g, 2.15 mmol) in DMF (5 mL) was microwave heated (200° C.×2 hours). The crude material was filtered and purified by silica gel chromatography (gradient of 0 to 90% ethyl acetate in pentane). MS (ESI) calcd for C25H24N4O3S (m/z): 460.16. found: 461 [M+1].